From a dataset of the Open Reaction Database (ORD), a public repository of structured organic reaction records. describe an organic reaction: reactants, conditions, products, and yield Starting materials: O=C(Cl)c1ccc(F)c(F)c1, c1ccc2sc(-c3ccc(OCCN4CCCC4)cc3)cc2c1. Yields the product O=C(c1ccc(F)c(F)c1)c1c(-c2ccc(OCCN3CCCC3)cc2)sc2ccccc12. Reaction SMILES: [F:24][c:25]1[cH:26][c:27]([C:28](=[O:29])[Cl:30])[cH:31][cH:32][c:33]1[F:34].[N:1]1([CH2:6][CH2:7][O:8][c:9]2[cH:10][cH:11][c:12](-[c:15]3[cH:16][c:17]4[c:18]([s:19]3)[cH:20][cH:21][cH:22][cH:23]4)[cH:13][cH:14]2)[CH2:2][CH2:3][CH2:4][CH2:5]1>>[N:1]1([CH2:6][CH2:7][O:8][c:9]2[cH:10][cH:11][c:12](-[c:15]3[c:16]([C:28]([c:27]4[cH:26][c:25]([F:24])[c:33]([F:34])[cH:32][cH:31]4)=[O:29])[c:17]4[c:18]([s:19]3)[cH:20][cH:21][cH:22][cH:23]4)[cH:13][cH:14]2)[CH2:2][CH2:3][CH2:4][CH2:5]1. Starting materials: CC(=O)[O-], CN(C)c1ccncc1, CCOC(C)=O, CC(O)CC(C)(C)OO, [Na+], [O-]O, O, C1CCOC1, O=C(O)c1ccc2c(c1)C(=O)OC2=O, [OH]. Product: CC(O)CC(C)(C)OO, O=C(O)c1ccc2c(c1)C(=O)OC2=O. Reaction SMILES: [CH3:2][C:3](=[O:4])[O-:5].[CH3:33][N:34]([CH3:35])[c:36]1[cH:37][cH:38][n:39][cH:40][cH:41]1.[CH3:42][CH2:43][O:44][C:45](=[O:46])[CH3:47].[CH3:6][C:7]([CH2:8][CH:9]([CH3:10])[OH:11])([CH3:12])[O:13][OH:14].[Na+:1].[O-:16][OH:17].[O:15].[O:48]1[CH2:49][CH2:50][CH2:51][CH2:52]1.[OH:18][C:19](=[O:20])[c:21]1[cH:22][cH:23][c:24]2[c:30]([cH:31]1)[C:28](=[O:29])[O:27][C:25]2=[O:26].[OH:32]>>[CH3:6][C:7]([CH2:8][CH:9]([CH3:10])[OH:11])([CH3:12])[O:13][OH:14].[O:18]=[C:19]([OH:20])[c:21]1[cH:22][cH:23][c:24]2[c:30]([cH:31]1)[C:28](=[O:29])[O:27][C:25]2=[O:26]. Reactants: NC1=C(C(=O)OCC)C=CN=C1 (Ethyl 3-aminoisonicotinate), N(=O)[O-].[Na+] (sodium nitrite), S(O)(O)(=O)=O (sulfuric acid), C(O)([O-])=O.[Na+] (sodium hydrogen carbonate). Solvent: O (water), O (water), O (water). Run at time 80 minute. Product: OC1=C(C(=O)OCC)C=CN=C1 (ethyl 3-hydroxyisonicotinate). RXN SMILES: N[C:2]1[CH:12]=[N:11][CH:10]=[CH:9][C:3]=1[C:4]([O:6][CH2:7][CH3:8])=[O:5].S(=O)(=O)(O)[OH:14].N([O-])=O.[Na+].C(=O)([O-])O.[Na+]>O>[OH:14][C:2]1[CH:12]=[N:11][CH:10]=[CH:9][C:3]=1[C:4]([O:6][CH2:7][CH3:8])=[O:5] |f:2.3,4.5|. Procedure: Ethyl 3-aminoisonicotinate (5.55 g) is suspended in water (70 ml), and thereto added conc. sulfuric acid (4.0 ml). The reaction solution is cooled with ice, and a solution of sodium nitrite (2.79 g) in water (30 ml) is added dropwise thereto. The reaction solution is stirred under the same cooling conditions for 20 minutes and then at 90° C. for 80 minutes. The reaction solution is diluted with water (100 ml) and the solution is adjusted to pH 8 to 9 by addition of saturated aqueous sodium hydro... Starting materials: C(C)(C)[C@@H]1N(C(OC1)=O)C(CCC1=CC=CC=C1)=O (4(S)-isopropyl-3-(3-phenylpropionyl)-2-oxazolidinone), C(C=C)Br (allyl bromide), [Cl-].[NH4+] (ammonium chloride), C(CCC)[Li] (butyllithium), C(C)(C)NC(C)C (diisopropylamine). The solvent is O1CCCC1 (tetrahydrofuran), O1CCCC1 (tetrahydrofuran), CCCCCC (hexane). Reaction conditions: time 30 minute. Product: C(C1=CC=CC=C1)[C@@H](C(=O)N1C(OC[C@@H]1C(C)C)=O)CC=C (3-[2(S)-Benzyl-4-pentenoyl]-4(S)-isopropyl-2-oxazolidinone). The yield is 61.7%. Reaction SMILES: [CH2:1]([Li])[CH2:2][CH2:3]C.C(NC(C)C)(C)C.[CH:13]([C@H:16]1[CH2:20][O:19][C:18](=[O:21])[N:17]1[C:22](=[O:31])[CH2:23][CH2:24][C:25]1[CH:30]=[CH:29][CH:28]=[CH:27][CH:26]=1)([CH3:15])[CH3:14].C(Br)C=C.[Cl-].[NH4+]>O1CCCC1.CCCCCC>[CH2:24]([C@H:23]([CH2:3][CH:2]=[CH2:1])[C:22]([N:17]1[C@@H:16]([CH:13]([CH3:15])[CH3:14])[CH2:20][O:19][C:18]1=[O:21])=[O:31])[C:25]1[CH:26]=[CH:27][CH:28]=[CH:29][CH:30]=1 |f:4.5|. Reported procedure: 8.61 ml (13.8 mmoles) of butyllithium (as a 1.6M hexane solution) were added dropwise, at -78° C. and under an atmosphere of nitrogen, to a solution of 1.93 ml (13.8 mmoles) of diisopropylamine in 20 ml of anhydrous tetrahydrofuran. The mixture was stirred for 30 minutes, and then a solution of 3.00 mg (11.5 mmoles) of 4(S)-isopropyl-3-(3-phenylpropionyl)-2-oxazolidinone (prepared as described in Preparation 16) in 10 ml of anhydrous tetrahydrofuran was added dropwise thereto, and the mixture wa... Reactants: CC(C)(C)OC(=O)N1CCC(=C(Br)c2ccccc2)CC1, [Li]CCCC, C1CCOC1, ClCCl, Ic1cnccn1. The product is CC(C)(C)OC(=O)N1CCC(=C(c2ccccc2)c2cnccn2)CC1. As a reaction SMILES: [C:1]([CH3:2])([CH3:3])([CH3:4])[O:5][C:6](=[O:7])[N:8]1[CH2:9][CH2:10][C:11](=[C:14]([c:15]2[cH:16][cH:17][cH:18][cH:19][cH:20]2)[Br:21])[CH2:12][CH2:13]1.[CH2:22]([Li:23])[CH2:24][CH2:25][CH3:26].[CH2:34]1[O:35][CH2:36][CH2:37][CH2:38]1.[Cl:39][CH2:40][Cl:41].[I:27][c:28]1[n:29][cH:30][cH:31][n:32][cH:33]1>>[C:1]([CH3:2])([CH3:3])([CH3:4])[O:5][C:6](=[O:7])[N:8]1[CH2:9][CH2:10][C:11](=[C:14]([c:15]2[cH:16][cH:17][cH:18][cH:19][cH:20]2)[c:28]2[n:29][cH:30][cH:31][n:32][cH:33]2)[CH2:12][CH2:13]1. Starting materials: C(C1=CC=CC=C1)OC(=O)NCCC[C@H](NC(=O)OC(C)(C)C)C(=O)O ((S)-N5-(benzyloxycarbonyl)-N2-(tert-butyloxycarbonyl)-ornithine), C1(CCCCC1)S(=O)(=O)Cl (cyclohexanesulphonyl chloride), N1CCCC1 (pyrrolidine). Yields the product Cl.N[C@@H](CCCNS(=O)(=O)C1CCCCC1)C(N1CCCC1)=O ((S)-N-[4-Amino-5-oxo-5-(1-pyrrolidinyl)-pentyl]-cyclohexanesulphonamide Hydrochloride). As a reaction SMILES: C(OC([NH:11][CH2:12][CH2:13][CH2:14][C@@H:15]([C:24]([OH:26])=O)[NH:16]C(OC(C)(C)C)=O)=O)C1C=CC=CC=1.[CH:27]1([S:33]([Cl:36])(=[O:35])=[O:34])[CH2:32][CH2:31][CH2:30][CH2:29][CH2:28]1.[NH:37]1[CH2:41][CH2:40][CH2:39][CH2:38]1>>[ClH:36].[NH2:16][C@H:15]([C:24](=[O:26])[N:37]1[CH2:41][CH2:40][CH2:39][CH2:38]1)[CH2:14][CH2:13][CH2:12][NH:11][S:33]([CH:27]1[CH2:32][CH2:31][CH2:30][CH2:29][CH2:28]1)(=[O:35])=[O:34] |f:3.4|. Reported procedure: Starting from (S)-N5-(benzyloxycarbonyl)-N2-(tert-butyloxycarbonyl)-ornithine, cyclohexanesulphonyl chloride and pyrrolidine, the expected product is obtained according to the procedure described in Example 3. The reactants are ClC1=NN(C=C1S(=O)(=O)N)CC (3-chloro-1-ethyl-1H-pyrazole-4-sulfonamide), ClC1=NN(C=C1S(=O)(=O)N)CC (3-chloro-1-ethyl-1H-pyrazole-4-sulfonamide), ClC=1C=2N(C=C(C1)C(F)(F)F)C=C(N2)C(=O)O (8-chloro-6-(trifluoromethyl)imidazo[1,2-a]pyridine-2-carboxylic acid), C(C)(C)(C)O (t-butanol), Cl.CN(CCCN=C=NCC)C (1-(3-dimethylaminopropyl)-3-ethylcarbodiimide hydrochloride). The reagents and catalysts are CN(C1=CC=NC=C1)C (4-(dimethylamino)pyridine). Solvent: C(C)OCC (diethyl ether), CCCCCC (hexane), ClCCl (dichloromethane), ClCCl (Dichloromethane). Reaction conditions: time 8 hour. Product: ClC=1C=2N(C=C(C1)C(F)(F)F)C=C(N2)C(=O)NS(=O)(=O)C=2C(=NN(C2)CC)Cl (8-chloro-N-[(3-chloro-1-ethyl-1H-pyrazol-4-yl)sulfonyl]-6-(trifluoromethyl)imidazo[1,2-a]pyridine-2-carboxamide). Reaction SMILES: [Cl:1][C:2]1[C:3]2[N:4]([CH:12]=[C:13]([C:15]([OH:17])=O)[N:14]=2)[CH:5]=[C:6]([C:8]([F:11])([F:10])[F:9])[CH:7]=1.C(O)(C)(C)C.Cl.CN(C)CCCN=C=NCC.[Cl:35][C:36]1[C:40]([S:41]([NH2:44])(=[O:43])=[O:42])=[CH:39][N:38]([CH2:45][CH3:46])[N:37]=1>CN(C)C1C=CN=CC=1.C(OCC)C.CCCCCC.ClCCl>[Cl:1][C:2]1[C:3]2[N:4]([CH:12]=[C:13]([C:15]([NH:44][S:41]([C:40]3[C:36]([Cl:35])=[N:37][N:38]([CH2:45][CH3:46])[CH:39]=3)(=[O:43])=[O:42])=[O:17])[N:14]=2)[CH:5]=[C:6]([C:8]([F:9])([F:10])[F:11])[CH:7]=1 |f:2.3|. Procedure: To a solution of 8-chloro-6-(trifluoromethyl)imidazo[1,2-a]pyridine-2-carboxylic acid (110 mg, 0.42 mmol, prepared as described in Example 1 Step C) in a 1:1 mixture of t-butanol (5 mL) and dichloromethane (5 mL) was added 4-(dimethylamino)pyridine (152 mg, 1.25 mmol) and 1-(3-dimethylaminopropyl)-3-ethylcarbodiimide hydrochloride (96 mg, 0.5 mmol). The reaction mixture was stirred for 15 min after which time 3-chloro-1-ethyl-1H-pyrazole-4-sulfonamide (81 mg, 0.38 mmol, the product of Step D) wa...